Dataset: the Open Reaction Database (ORD), a public repository of structured organic reaction records. Task: describe an organic reaction: reactants, conditions, products, and yield The reactants are C1(=CC=CC=C1)P(C1=CC=CC=C1)C1=CC=CC=C1 (triphenylphosphane), C([O-])([O-])=O.[Na+].[Na+] (sodium carbonate), BrC=1N=C(C(=NC1)N)C=1OC(=NN1)C=1SC=CC1C (5-bromo-3-[5-(3-methyl-2-thienyl)-1,3,4-oxadiazol-2-yl]pyrazin-2-amine), C(C)(C)S(=O)(=O)C1=CC=C(C=C1)B(O)O ((4-isopropylsulfonylphenyl)boronic acid). The reagents and catalysts are [Pd] (palladium). The solvent is CN(C)C=O (DMF), O (water). Reaction conditions: temperature 150 celsius. The product is C(C)(C)S(=O)(=O)C1=CC=C(C=C1)C=1N=C(C(=NC1)N)C=1OC(=NN1)C=1SC=CC1C (5-(4-isopropylsulfonylphenyl)-3-[5-(3-methyl-2-thienyl)-1,3,4-oxadiazol-2-yl]pyrazin-2-amine). Yield: 19.6%. As a reaction SMILES: Br[C:2]1[N:3]=[C:4]([C:9]2[O:10][C:11]([C:14]3[S:15][CH:16]=[CH:17][C:18]=3[CH3:19])=[N:12][N:13]=2)[C:5]([NH2:8])=[N:6][CH:7]=1.[CH:20]([S:23]([C:26]1[CH:31]=[CH:30][C:29](B(O)O)=[CH:28][CH:27]=1)(=[O:25])=[O:24])([CH3:22])[CH3:21].C1(P(C2C=CC=CC=2)C2C=CC=CC=2)C=CC=CC=1.C(=O)([O-])[O-].[Na+].[Na+]>[Pd].O.CN(C=O)C>[CH:20]([S:23]([C:26]1[CH:31]=[CH:30][C:29]([C:2]2[N:3]=[C:4]([C:9]3[O:10][C:11]([C:14]4[S:15][CH:16]=[CH:17][C:18]=4[CH3:19])=[N:12][N:13]=3)[C:5]([NH2:8])=[N:6][CH:7]=2)=[CH:28][CH:27]=1)(=[O:24])=[O:25])([CH3:22])[CH3:21] |f:3.4.5|. Procedure: A microwave vial was charged with 5-bromo-3-[5-(3-methyl-2-thienyl)-1,3,4-oxadiazol-2-yl]pyrazin-2-amine (75 mg, 0.2218 mmol), (4-isopropylsulfonylphenyl)boronic acid (50.59 mg, 0.2218 mmol), palladium; triphenylphosphane (12.82 mg, 0.01109 mmol) and an aqueous sodium carbonate (332.7 μL of 2 M, 0.6654 mmol) solution was then added followed by DMF (1 mL) and the vial sealed. The reaction mixture was heated in the microwave at 150° C. for 30 min. After this time water was added and the resulting ... Starting materials: BrC=1C=CC(=NC1)F (5-bromo-2-fluoropyridine), CC1=NOC(=C1)[Sn](CCCC)(CCCC)CCCC (3-methyl-5-(tributylstannyl)isoxazole), C1CCC(CC1)P(C2CCCCC2)C3=CC=CC=C3C4=CC=CC=C4 (cyclohexyl JohnPhos), CN(C)C=O (DMF), CC1=NOC(=C1)[Sn](CCCC)(CCCC)CCCC (3-methyl-5-(tributylstannyl)isoxazole), C1CCC(CC1)P(C2CCCCC2)C3=CC=CC=C3C4=CC=CC=C4 (cyclohexyl JohnPhos). Reagents/catalysts: C=1C=CC(=CC1)/C=C/C(=O)/C=C/C2=CC=CC=C2.C=1C=CC(=CC1)/C=C/C(=O)/C=C/C2=CC=CC=C2.C=1C=CC(=CC1)/C=C/C(=O)/C=C/C2=CC=CC=C2.[Pd].[Pd] (Pd2dba3), C=1C=CC(=CC1)/C=C/C(=O)/C=C/C2=CC=CC=C2.C=1C=CC(=CC1)/C=C/C(=O)/C=C/C2=CC=CC=C2.C=1C=CC(=CC1)/C=C/C(=O)/C=C/C2=CC=CC=C2.[Pd].[Pd] (Pd2 dba3). Reaction conditions: temperature 90 celsius. Yields the product FC1=NC=C(C=C1)C1=CC(=NO1)C (2-fluoro-5-(3-methylisoxazol-5-yl)pyridine). Yield: 54.3%. As a reaction SMILES: Br[C:2]1[CH:3]=[CH:4][C:5]([F:8])=[N:6][CH:7]=1.[CH3:9][C:10]1[CH:14]=[C:13]([Sn](CCCC)(CCCC)CCCC)[O:12][N:11]=1.C1CCC(P(C2C(C3C=CC=CC=3)=CC=CC=2)C2CCCCC2)CC1.CN(C=O)C>C1C=CC(/C=C/C(/C=C/C2C=CC=CC=2)=O)=CC=1.C1C=CC(/C=C/C(/C=C/C2C=CC=CC=2)=O)=CC=1.C1C=CC(/C=C/C(/C=C/C2C=CC=CC=2)=O)=CC=1.[Pd].[Pd]>[F:8][C:5]1[CH:4]=[CH:3][C:2]([C:13]2[O:12][N:11]=[C:10]([CH3:9])[CH:14]=2)=[CH:7][N:6]=1 |f:4.5.6.7.8|. Procedure details: A 48 mL tube was charged with 5-bromo-2-fluoropyridine (1.17 ml, 11.4 mmol), 3-methyl-5-(tributylstannyl)isoxazole (5.29 g, 14.2 mmol), cyclohexyl JohnPhos (0.398 g, 1.14 mmol), Pd2dba3 (0.312 g, 0.341 mmol), and DMF (12.4 ml, 159 mmol), flushed with argon, sealed, then heated at 90° C. for 16 hours. Additional 3-methyl-5-(tributylstannyl)isoxazole (5.29 g, 14.2 mmol) (2 g), Pd2 dba3 (0.312 g, 0.341 mmol), and cyclohexyl JohnPhos (0.398 g, 1.14 mmol) were added and the mixture was stirred at 90°... Reactants: ClC1=C(C=CC(=C1)C(F)(F)F)S(=O)(=O)C1=NNC=N1 (3-(2-Chloro-4-trifluoromethylphenylsulfonyl)-1,2,4-triazole), C(C)N(C(=O)Cl)CC (diethyl carbamoyl chloride), O (water). The solvent is N1=CC=CC=C1 (pyridine). Run at time 5 hour. Product: C(C)N(C(=O)N1N=C(N=C1)S(=O)(=O)C1=C(C=C(C=C1)C(F)(F)F)Cl)CC (1-(diethylcarbamoyl)-3-(2-chloro-4-trifluoromethylphenylsulfonyl)-1,2,4-triazole). As a reaction SMILES: [Cl:1][C:2]1[CH:7]=[C:6]([C:8]([F:11])([F:10])[F:9])[CH:5]=[CH:4][C:3]=1[S:12]([C:15]1[N:19]=[CH:18][NH:17][N:16]=1)(=[O:14])=[O:13].[CH2:20]([N:22]([CH2:26][CH3:27])[C:23](Cl)=[O:24])[CH3:21].O>N1C=CC=CC=1>[CH2:20]([N:22]([CH2:26][CH3:27])[C:23]([N:17]1[CH:18]=[N:19][C:15]([S:12]([C:3]2[CH:4]=[CH:5][C:6]([C:8]([F:9])([F:10])[F:11])=[CH:7][C:2]=2[Cl:1])(=[O:14])=[O:13])=[N:16]1)=[O:24])[CH3:21]. Procedure details: 3-(2-Chloro-4-trifluoromethylphenylsulfonyl)-1,2,4-triazole (3.12 g) and diethyl carbamoyl chloride (1.62 g) are dissolved in pyridine (10 ml) and reaction is performed at 50° C. for 5 h. After completion of the reaction, water (50 ml) is added to the reaction solution and the reaction product is extracted twice with ethyl acetate (100 ml). The ethyl acetate layer is washed first with 1N HCl, then with water, and subsequently dried with magnesium sulfate. The dried product is concentrated to for... Reactants: NC1=CC=CC=C1 (Aniline). Run in C(C)C(=O)C (methyl ethyl ketone). The product is CC=1NC2=CC=CC=C2C1C (2,3-Dimethylindole). Isolated yield 93.0%. As a reaction SMILES: [NH2:1][C:2]1[CH:7]=[CH:6][CH:5]=[CH:4][CH:3]=1>C(C(C)=O)C>[CH3:7][C:2]1[NH:1][C:2]2[C:7]([C:3]=1[CH3:4])=[CH:6][CH:5]=[CH:4][CH:3]=2. Reported procedure: Aniline was reacted with methyl ethyl ketone in the same way as in Example 3. 2,3-Dimethylindole was formed in a yield of 93% of the theoretical yield. Starting materials: C(O)([O-])=O.[Na+] (sodium hydrogencarbonate), C(C)(=O)O[BH-](OC(C)=O)OC(C)=O.[Na+] (sodium triacetoxyborohydride), C(C)(C)(C)OC(=O)NC1CCNCC1 (4-t-butoxycarbonylaminopiperidine), CC1=CC=CC(=N1)C=O (6-methyl-2-pyridinecarbaldehyde). Solvent: ClC(C)Cl (dichloroethane), C(C)(=O)O (acetic acid). Product: C(C)(C)(C)OC(=O)NC1CCN(CC1)CC1=NC(=CC=C1)C (4-t-butoxycarbonylamino-1-(6-methyl-2-pyridylmethyl)piperidine). Yield: 112.4%. RXN SMILES: [C:1]([O:5][C:6]([NH:8][CH:9]1[CH2:14][CH2:13][NH:12][CH2:11][CH2:10]1)=[O:7])([CH3:4])([CH3:3])[CH3:2].[CH3:15][C:16]1[N:21]=[C:20]([CH:22]=O)[CH:19]=[CH:18][CH:17]=1.C(O[BH-](OC(=O)C)OC(=O)C)(=O)C.[Na+].C(=O)([O-])O.[Na+]>ClC(Cl)C.C(O)(=O)C>[C:1]([O:5][C:6]([NH:8][CH:9]1[CH2:10][CH2:11][N:12]([CH2:22][C:20]2[CH:19]=[CH:18][CH:17]=[C:16]([CH3:15])[N:21]=2)[CH2:13][CH2:14]1)=[O:7])([CH3:4])([CH3:2])[CH3:3] |f:2.3,4.5|. Procedure: In 15 ml of dichloroethane, 315 mg of 4-t-butoxycarbonylaminopiperidine, 320 mg of 6-methyl-2-pyridinecarbaldehyde and 100 mg of acetic acid were dissolved. To the solution 575 mg of sodium triacetoxyborohydride was added at room temperature, followed by an hour's stirring at the same temperature. The reaction mixture was poured into saturated aqueous sodium hydrogencarbonate solution and extracted with chloroform. The extract was dried over anhydrous magnesium sulfate and removed of the solvent... The reactants are NC=1OC2=C3C(=CC=C2C(C1C#N)C1=CC(=C(C(=C1)OC)OC)Br)C=CC=C3 (2-Amino-4-(3-bromo-4,5-dimethoxy-phenyl)-4H-benzo[h]chromene-3-carbonitrile), product, Cl.NO (hydroxylamine hydrochloride), C([O-])([O-])=O.[K+].[K+] (potassium carbonate). Run in C(C)O (ethanol), C(C)(=O)OCC (ethyl acetate). Reaction conditions: time 48 hour. The product is NC=1OC2=C3C(=CC=C2C(C1C(=N)NO)C1=CC(=C(C(=C1)OC)OC)Br)C=CC=C3 (2-Amino-4-(3-bromo-4,5-dimethoxy-phenyl)-N-hydroxy-4H-benzo[h]chromene-3-carboxamidine). As a reaction SMILES: [NH2:1][C:2]1[O:3][C:4]2[C:9]([CH:10]([C:14]3[CH:19]=[C:18]([O:20][CH3:21])[C:17]([O:22][CH3:23])=[C:16]([Br:24])[CH:15]=3)[C:11]=1[C:12]#[N:13])=[CH:8][CH:7]=[C:6]1[CH:25]=[CH:26][CH:27]=[CH:28][C:5]=21.Cl.[NH2:30][OH:31].C(=O)([O-])[O-].[K+].[K+]>C(O)C.C(OCC)(=O)C>[NH2:1][C:2]1[O:3][C:4]2[C:9]([CH:10]([C:14]3[CH:19]=[C:18]([O:20][CH3:21])[C:17]([O:22][CH3:23])=[C:16]([Br:24])[CH:15]=3)[C:11]=1[C:12]([NH:30][OH:31])=[NH:13])=[CH:8][CH:7]=[C:6]1[CH:25]=[CH:26][CH:27]=[CH:28][C:5]=21 |f:1.2,3.4.5|. Reported procedure: 2-Amino-4-(3-bromo-4,5-dimethoxy-phenyl)-4H-benzo[h]chromene-3-carbonitrile (1) (4.38 g, 10 mmol), hydroxylamine hydrochloride (2.80 g, 40 mmol) and potassium carbonate (2.80 g, 1 mmol) were suspended in 80 ml ethanol at room temperature then stirred under LC-MS control 48 h. The reaction was clean with a minor side product (<3%). The reaction mixture was diluted with ethyl acetate to about 150 ml and stirred for 2 h at room temperature. Thus resulting insoluble salt was separated by filtration,...